Dataset: the Open Reaction Database (ORD), a public repository of structured organic reaction records. Task: describe an organic reaction: reactants, conditions, products, and yield Starting materials: NCCSCC1=NNC=C1 (3-[(2-aminoethyl)thiomethyl]pyrazole), dimethyl-N-cyanoimidodithiocarbonate, C(#N)NC(SC)=NCCSCC1=NNC=C1 (N-cyano-N'-[2-(3-pyrazolylmethylthio)ethyl]-S-methylisothiourea). The solvent is C(C)O (ethanol). Product: C(#N)NC(=N)NCCSCC1=NNC=C1 (N-cyano-N'-[2-(3-pyrazolylmethylthio)ethyl]guanidine). Reaction SMILES: [NH2:1][CH2:2][CH2:3][S:4][CH2:5][C:6]1[CH:10]=[CH:9][NH:8][N:7]=1.[C:11]([NH:13][C:14](=[N:17]CCSCC1C=CNN=1)SC)#[N:12]>C(O)C>[C:11]([NH:13][C:14]([NH:1][CH2:2][CH2:3][S:4][CH2:5][C:6]1[CH:10]=[CH:9][NH:8][N:7]=1)=[NH:17])#[N:12]. Procedure details: By the procedure of Example 18, reacting 3-[(2-aminoethyl)thiomethyl]pyrazole with dimethyl-N-cyanoimidodithiocarbonate and reacting the resulting N-cyano-N'-[2-(3-pyrazolylmethylthio)ethyl]-S-methylisothiourea with ammoniacal ethanol gives N-cyano-N'-[2-(3-pyrazolylmethylthio)ethyl]guanidine. Reactants: ClC1=CC(=NC2=CC=CC=C12)CCCC (4-chloro-2-butyl quinoline), [Br-].COC(=O)C1=C(C=CC=C1)C1=CC=C(C=C1)[Zn]C ([2'-(methoxycarbonyl)(1,1'-biphenyl)-4-yl]-methyl zinc bromide), O1CCCC1 (tetrahydrofuran), tetrakistriphenyl-phosphine palladium. The reagents and catalysts are [Zn] (zinc). Yields the product C(CCC)C1=NC2=CC=CC=C2C(=C1)CC1=CC=C(C=C1)C=1C(=CC=CC1)C(=O)OC (Methyl 4'-[[2-butyl-4-quinolinyl]-methyl]1,1'-biphenyl-2-carboxylate). Reaction SMILES: Cl[C:2]1[C:11]2[C:6](=[CH:7][CH:8]=[CH:9][CH:10]=2)[N:5]=[C:4]([CH2:12][CH2:13][CH2:14][CH3:15])[CH:3]=1.[Br-].[CH3:17][O:18][C:19]([C:21]1[CH:26]=[CH:25][CH:24]=[CH:23][C:22]=1[C:27]1[CH:32]=[CH:31][C:30]([Zn]C)=[CH:29][CH:28]=1)=[O:20].O1CCC[CH2:36]1>[Zn]>[CH2:12]([C:4]1[CH:3]=[C:2]([CH2:36][C:30]2[CH:31]=[CH:32][C:27]([C:22]3[C:21]([C:19]([O:18][CH3:17])=[O:20])=[CH:26][CH:25]=[CH:24][CH:23]=3)=[CH:28][CH:29]=2)[C:11]2[C:6](=[CH:7][CH:8]=[CH:9][CH:10]=2)[N:5]=1)[CH2:13][CH2:14][CH3:15] |f:1.2|. Procedure: Using the procedure of Step G of Example 1, 500 mg of 2-butyl-4-chloro quinoline of Step D were introduced into a previously prepared solution of 475 mg of electrolytic zinc, 275 mg of tetrakistriphenyl-phosphine palladium and 2.075 g of [[2'-(methoxycarbonyl)(1,1'-biphenyl)-4-yl]-methyl zinc bromide prepared as in Example 1 in 13 ml of tetrahydrofuran. After chromatographing on silica (eluant:choloroform-hexane-ethyl acetate 100-100-10), 621 mg of the expected product were obtained. The reactants are 842 A2, N(=[N+]=[N-])C1=CC=C(C=C1)F (1-azido-4-fluoro-benzene), C(=CC)N1CCCCC1 (1-(1-propenyl)-piperidine). Run in CCCCCC (Hexane). Conditions: time 144 hour. The product is FC1=CC=C(C=C1)N1N=NC(C1N1CCCCC1)C (1-[3-(4-Fluoro-phenyl)-5-methyl-4,5-dihydro-3H-[1,2,3]triazol-4-yl]-piperidine). The yield is 21.0%. RXN SMILES: [N:1]([C:4]1[CH:9]=[CH:8][C:7]([F:10])=[CH:6][CH:5]=1)=[N+:2]=[N-:3].[CH:11]([N:14]1[CH2:19][CH2:18][CH2:17][CH2:16][CH2:15]1)=[CH:12][CH3:13]>CCCCCC>[F:10][C:7]1[CH:8]=[CH:9][C:4]([N:1]2[CH:11]([N:14]3[CH2:19][CH2:18][CH2:17][CH2:16][CH2:15]3)[CH:12]([CH3:13])[N:3]=[N:2]2)=[CH:5][CH:6]=1. Procedure: Prepared in analogy to EP 0 433 842 A2. A mixture of 1-azido-4-fluoro-benzene (2.80 g, 20 mmol) and 1-(1-propenyl)-piperidine (18%, 14.2 g, 20 mmol) was stirred under ice cooling (slowly exothermic in the beginning) and at room temperature for 144 h in the absence of light. Hexane was then added to the brown solutions and a solid formed which was filtered off, washed with hexane and dried in hv to give the title product (1.1 g) as a light pink solid. The filtrate was then evaporated and purifica... Starting materials: CC#N, CS(=O)c1nc(N)c(C#N)s1, Sc1ccccc1. Yields the product N#Cc1sc(Sc2ccccc2)nc1N. As a reaction SMILES: [CH3:19][C:20]#[N:21].[CH3:8][S:9](=[O:10])[c:11]1[s:12][c:13]([C:17]#[N:18])[c:14]([NH2:16])[n:15]1.[SH:1][c:2]1[cH:3][cH:4][cH:5][cH:6][cH:7]1>>[S:1]([c:2]1[cH:3][cH:4][cH:5][cH:6][cH:7]1)[c:11]1[s:12][c:13]([C:17]#[N:18])[c:14]([NH2:16])[n:15]1. Starting materials: FC=1C=C(C(=O)N(C2=C(C=CC(=C2)OC)[C@H]2CC=3C=CC(=CC3CC2)OC(C(C)(C)C)=O)C(C)C)C=CC1O (pivalic acid (R)-6-{2-[(3-fluoro-4-hydroxybenzoyl)isopropylamino]-4-methoxyphenyl}-5,6,7,8-tetrahydronaphthalen-2-yl ester), ClCC(=O)N(CCC)C (2-chloro-N-methyl-N-propylacetamide). The product is FC=1C=C(CN(C2=C(C=CC(=C2)OC)[C@H]2CC=3C=CC(=CC3CC2)O)C(C)C)C=CC1OCCN(CCC)C ((R)-6-{2-{{3-Fluoro-4-[2-(methylpropylamino)ethoxy]benzyl}isopropylamino}-4-methoxyphenyl}-5,6,7,8-tetrahydronaphthalen-2-ol). The yield is 49.4%. RXN SMILES: [F:1][C:2]1[CH:3]=[C:4]([CH:36]=[CH:37][C:38]=1[OH:39])[C:5]([N:7]([CH:33]([CH3:35])[CH3:34])[C:8]1[CH:13]=[C:12]([O:14][CH3:15])[CH:11]=[CH:10][C:9]=1[C@@H:16]1[CH2:25][CH2:24][C:23]2[CH:22]=[C:21]([O:26]C(=O)C(C)(C)C)[CH:20]=[CH:19][C:18]=2[CH2:17]1)=O.Cl[CH2:41][C:42]([N:44]([CH3:48])[CH2:45][CH2:46][CH3:47])=O>>[F:1][C:2]1[CH:3]=[C:4]([CH:36]=[CH:37][C:38]=1[O:39][CH2:41][CH2:42][N:44]([CH3:48])[CH2:45][CH2:46][CH3:47])[CH2:5][N:7]([CH:33]([CH3:35])[CH3:34])[C:8]1[CH:13]=[C:12]([O:14][CH3:15])[CH:11]=[CH:10][C:9]=1[C@@H:16]1[CH2:25][CH2:24][C:23]2[CH:22]=[C:21]([OH:26])[CH:20]=[CH:19][C:18]=2[CH2:17]1. Procedure: Synthesized from pivalic acid (R)-6-{2-[(3-fluoro-4-hydroxybenzoyl)isopropylamino]-4-methoxyphenyl}-5,6,7,8-tetrahydronaphthalen-2-yl ester (19 mg) and 2-chloro-N-methyl-N-propylacetamide (11 mg) according to an analogous synthetic method to Example 404 and purified by LC-MS, the title compound (9.4 mg) was obtained. The reactants are NC=1C(=NC2=CC=C(C=C2C1C(=O)O)F)C1=CC=C(C=C1)C1=CC=CC=C1 (3-amino-2-[1,1'-biphenyl]-4-yl-6-fluoro-4-quinolinecarboxylic acid), C(C)(=O)OC(C)=O (acetic anhydride), O (water). The reagents and catalysts are S(O)(O)(=O)=O (sulfuric acid). Reaction conditions: temperature 90 celsius, time 30 minute. Yields the product C1(=CC=C(C=C1)C1=NC=2C=CC(=CC2C2=C1N=C(OC2=O)C)F)C2=CC=CC=C2 (5-[1,1'-Biphenyl]-4-yl-9-fluoro-3-methyl-1H-[1,3]oxazino[4,5-c]quinolin-1-one). Reaction SMILES: [NH2:1][C:2]1[C:3]([C:16]2[CH:21]=[CH:20][C:19]([C:22]3[CH:27]=[CH:26][CH:25]=[CH:24][CH:23]=3)=[CH:18][CH:17]=2)=[N:4][C:5]2[C:10]([C:11]=1[C:12]([OH:14])=[O:13])=[CH:9][C:8]([F:15])=[CH:7][CH:6]=2.O.[C:29](OC(=O)C)(=O)[CH3:30]>S(=O)(=O)(O)O>[C:19]1([C:22]2[CH:23]=[CH:24][CH:25]=[CH:26][CH:27]=2)[CH:20]=[CH:21][C:16]([C:3]2[C:2]3[N:1]=[C:29]([CH3:30])[O:13][C:12](=[O:14])[C:11]=3[C:10]3[CH:9]=[C:8]([F:15])[CH:7]=[CH:6][C:5]=3[N:4]=2)=[CH:17][CH:18]=1. Procedure details: To a suspension of 4 g of 3-amino-2-[1,1'-biphenyl]-4-yl-6-fluoro-4-quinolinecarboxylic acid in 30 ml of acetic anhydride was added 10 drops of concentrated sulfuric acid. The mixture was heated at 90° C. for 2 hours, then cooled and poured into 200 ml of water. This solution was stirred at 20° C. for 30 minutes, then the resulting solid was collected and washed with water. The residue was dissolved in 150 ml of dichloromethane and washed with 100 ml of saturated aqueous sodium bicarbonate. The ... Starting materials: [BH4-], CCO, CCOC(C)=O, [Cl-], N#CC1CC1C(=O)c1ccc(F)cc1F, [NH4+], [Na+]. The product is N#CC1CC1C(O)c1ccc(F)cc1F. Reaction SMILES: [BH4-:1].[CH3:20][CH2:21][OH:22].[CH3:23][CH2:24][O:25][C:26](=[O:27])[CH3:28].[Cl-:18].[F:3][c:4]1[c:5]([C:6](=[O:7])[CH:8]2[CH:9]([C:11]#[N:12])[CH2:10]2)[cH:13][cH:14][c:15]([F:17])[cH:16]1.[NH4+:19].[Na+:2]>>[F:3][c:4]1[c:5]([CH:6]([OH:7])[CH:8]2[CH:9]([C:11]#[N:12])[CH2:10]2)[cH:13][cH:14][c:15]([F:17])[cH:16]1.